This data is from the Open Reaction Database (ORD), a public repository of structured organic reaction records. The task is: describe an organic reaction: reactants, conditions, products, and yield The reactants are CCC1CC2=CC(=O)CCC2C2CCC3(C)C(O)CCC3C12, CC(=O)OC(C)=O, O, c1ccncc1. Product: CCC1CC2=CC(=O)CCC2C2CCC3(C)C(OC(C)=O)CCC3C12. RXN SMILES: [CH2:1]([CH3:2])[CH:3]1[CH:4]2[CH:5]3[CH2:6][CH2:7][CH:8]([OH:22])[C:9]3([CH3:10])[CH2:11][CH2:12][CH:13]2[CH:14]2[CH2:15][CH2:16][C:17](=[O:21])[CH:18]=[C:19]2[CH2:20]1.[CH3:23][C:24](=[O:25])[O:26][C:27](=[O:28])[CH3:29].[OH2:30].[cH:31]1[cH:32][cH:33][n:34][cH:35][cH:36]1>>[CH2:1]([CH3:2])[CH:3]1[CH:4]2[CH:5]3[CH2:6][CH2:7][CH:8]([O:22][C:24]([CH3:23])=[O:25])[C:9]3([CH3:10])[CH2:11][CH2:12][CH:13]2[CH:14]2[CH2:15][CH2:16][C:17](=[O:21])[CH:18]=[C:19]2[CH2:20]1. Reactants: O=C([O-])[O-], NS(=O)(=O)CCC(O)COCc1ccccc1, CN(C)C=O, Cl, [K+], [K+], O, Cc1ccc(S(=O)(=O)Cl)cc1, c1ccncc1. Product: O=S1(=O)CCC(COCc2ccccc2)N1. RXN SMILES: [C:29](=[O:30])([O-:31])[O-:32].[CH2:1]([c:2]1[cH:3][cH:4][cH:5][cH:6][cH:7]1)[O:8][CH2:9][CH:10]([CH2:11][CH2:12][S:13](=[O:14])(=[O:15])[NH2:16])[OH:17].[CH3:42][N:43]([CH3:44])[CH:45]=[O:46].[ClH:35].[K+:33].[K+:34].[OH2:47].[c:18]1([CH3:19])[cH:20][cH:21][c:22]([S:23]([Cl:24])(=[O:25])=[O:26])[cH:27][cH:28]1.[cH:36]1[cH:37][cH:38][n:39][cH:40][cH:41]1>>[CH2:1]([c:2]1[cH:3][cH:4][cH:5][cH:6][cH:7]1)[O:8][CH2:9][CH:10]1[CH2:11][CH2:12][S:13](=[O:14])(=[O:15])[NH:16]1. The reactants are crude product, [Cl-] (chloride), ClC1=C(OCCOCCCl)C=CC(=C1)OC (2-[2-(2-Chloro-4-methoxyphenoxy)ethoxy]ethyl chloride), ( c ), [I-].[Na+] (sodium iodide). Solvent: CC(CC)=O (2-butanone). Yields the product ClC1=C(OCCOCCI)C=CC(=C1)OC (2-[2-(2-Chloro-4-methoxyphenoxy)ethoxy]ethyl iodide). RXN SMILES: [Cl-].[Cl:2][C:3]1[CH:15]=[C:14]([O:16][CH3:17])[CH:13]=[CH:12][C:4]=1[O:5][CH2:6][CH2:7][O:8][CH2:9][CH2:10]Cl.[I-:18].[Na+]>CC(=O)CC>[Cl:2][C:3]1[CH:15]=[C:14]([O:16][CH3:17])[CH:13]=[CH:12][C:4]=1[O:5][CH2:6][CH2:7][O:8][CH2:9][CH2:10][I:18] |f:2.3|. Reported procedure: 2-[2-(2-Chloro-4-methoxyphenoxy)ethoxy]ethyl iodide was prepared from 24.7 g. of the corresponding chloride of part (a) by three hours reflux with 13.5 g. of sodium iodide in 200 ml. of 2-butanone. The crude product was used directly in part (c) below. Reactants: COc1c(F)c(F)c([N+](=O)[O-])c(N2C(=O)c3ccccc3C2=O)c1F, CC(=O)O, [H][H]. Product: COc1c(F)c(F)c(N)c(N2C(=O)c3ccccc3C2=O)c1F. RXN SMILES: [CH3:1][O:2][c:3]1[c:4]([F:25])[c:5]([N:14]2[C:15](=[O:24])[c:16]3[c:17]([cH:20][cH:21][cH:22][cH:23]3)[C:18]2=[O:19])[c:6]([N+:11]([O-:12])=[O:13])[c:7]([F:10])[c:8]1[F:9].[CH3:28][C:29](=[O:30])[OH:31].[H:26][H:27]>>[CH3:1][O:2][c:3]1[c:4]([F:25])[c:5]([N:14]2[C:15](=[O:24])[c:16]3[c:17]([cH:20][cH:21][cH:22][cH:23]3)[C:18]2=[O:19])[c:6]([NH2:11])[c:7]([F:10])[c:8]1[F:9]. The reactants are COC(=O)[C@H]1N(C[C@@H](C1)S(=O)(=O)C1=C(C=CC=C1)Cl)C(CC(C)=O)=S ((2S,4R)-4-(2-chloro-benzenesulfonyl)-1-(3-oxo-thiobutyryl)-pyrrolidine-2-carboxylic acid methyl ester), S(=O)(=O)(O)O.C(CC1=CC=CC=C1)NN (2-phenethyl-hydrazine sulfate). Product: COC(=O)[C@H]1N(C[C@@H](C1)S(=O)(=O)C1=C(C=CC=C1)Cl)C=1N(N=C(C1)C)CCC1=CC=CC=C1 ((2S,4R)-4-(2-Chloro-benzenesulfonyl)-1-(5-methyl-2-phenethyl-2H-pyrazol-3-yl)-pyrrolidine-2-carboxylic acid methyl ester). RXN SMILES: [CH3:1][O:2][C:3]([C@@H:5]1[CH2:9][C@@H:8]([S:10]([C:13]2[CH:18]=[CH:17][CH:16]=[CH:15][C:14]=2[Cl:19])(=[O:12])=[O:11])[CH2:7][N:6]1[C:20](=S)[CH2:21][C:22](=O)[CH3:23])=[O:4].S(O)(O)(=O)=O.[CH2:31]([NH:39][NH2:40])[CH2:32][C:33]1[CH:38]=[CH:37][CH:36]=[CH:35][CH:34]=1>>[CH3:1][O:2][C:3]([C@@H:5]1[CH2:9][C@@H:8]([S:10]([C:13]2[CH:18]=[CH:17][CH:16]=[CH:15][C:14]=2[Cl:19])(=[O:12])=[O:11])[CH2:7][N:6]1[C:20]1[N:39]([CH2:31][CH2:32][C:33]2[CH:38]=[CH:37][CH:36]=[CH:35][CH:34]=2)[N:40]=[C:22]([CH3:23])[CH:21]=1)=[O:4] |f:1.2|. Procedure: In analogy to the procedure described in example 192 h, (2S,4R)-4-(2-chloro-benzenesulfonyl)-1-(3-oxo-thiobutyryl)-pyrrolidine-2-carboxylic acid methyl ester (example 253c) was reacted with 2-phenethyl-hydrazine sulfate (CAS Reg. No. 56-51-4) to give the title compound as orange oil. MS (ESI): m/z=488.3 [M+H]+. Reactants: O=c1[nH]c(=O)n(Cc2ccc(Cl)cc2)c2nc[nH]c12, [Na+], [OH-], S=P12SP3(=S)SP(=S)(S1)SP(=S)(S2)S3, c1ccncc1. Product: O=c1[nH]c(=S)c2[nH]cnc2n1Cc1ccc(Cl)cc1. RXN SMILES: [Cl:1][c:2]1[cH:3][cH:4][c:5]([CH2:6][n:7]2[c:8](=[O:17])[nH:9][c:10](=[O:16])[c:11]3[nH:12][cH:13][n:14][c:15]23)[cH:18][cH:19]1.[Na+:35].[OH-:34].[P:20]12(=[S:21])[S:22][P:23]3(=[S:33])[S:24][P:25](=[S:31])([S:26][P:27](=[S:30])([S:28]3)[S:29]1)[S:32]2.[cH:36]1[cH:37][cH:38][n:39][cH:40][cH:41]1>>[Cl:1][c:2]1[cH:3][cH:4][c:5]([CH2:6][n:7]2[c:8](=[O:17])[nH:9][c:10](=[S:21])[c:11]3[nH:12][cH:13][n:14][c:15]23)[cH:18][cH:19]1. The reactants are ClC1=CC=C(C=C1)C1=C(C=C(N1)C(=O)O)SC(F)(F)F (5-(p-chlorophenyl)-4-[(trifluoromethyl)thio]pyrrole-2-carboxylic acid), O (water). Run in C(O)CN (ethanolamine). Conditions: temperature 160 celsius, time 5 hour. Yields the product ethyl acetate hexanes, ClC1=CC=C(C=C1)C=1NC=CC1SC(F)(F)F (2-(p-Chlorophenyl)-3-[(trifluoromethyl)thio]pyrrole). Yield: 25.6%. Reaction SMILES: [Cl:1][C:2]1[CH:7]=[CH:6][C:5]([C:8]2[NH:12][C:11](C(O)=O)=[CH:10][C:9]=2[S:16][C:17]([F:20])([F:19])[F:18])=[CH:4][CH:3]=1.O>C(CN)O>[Cl:1][C:2]1[CH:3]=[CH:4][C:5]([C:8]2[NH:12][CH:11]=[CH:10][C:9]=2[S:16][C:17]([F:19])([F:18])[F:20])=[CH:6][CH:7]=1. Reported procedure: A mixture of 5-(p-chlorophenyl)-4-[(trifluoromethyl)thio]pyrrole-2-carboxylic acid (0.5 g, 0.00155 mol) in ethanolamine (1.5 mL) is stirred at 160° C. for five hours, cooled to room temperature overnight with stirring, poured into water and extracted with ether. The combined organic extracts are washed with brine, dried over anhydrous magnesium sulfate and concentrated in vacuo to obtain a yellow syrup. Flash chromatography of the syrup using silica gel and a 1:4 ethyl acetate/hexanes solution g... The reactants are CC1=CN(C=N1)C2=C(C=C(C=C2)N)OC, C1[C@H](OC2=C(CN1CC#N)C=CC(=N2)Cl)C3=CC=CC=C3. Reagents/catalysts: C(=O)([O-])[O-].[Cs+].[Cs+], C1CCC(CC1)P(C2CCCCC2)C3=CC=CC=C3C4=CC=CC=C4, CC(=O)O.CC(=O)O.[Pd]. Solvent: COCCOC. Run at temperature 100 celsius. Yields the product CC1=CN(C=N1)C2=C(C=C(C=C2)NC3=NC4=C(CN(C[C@H](O4)C5=CC=CC=C5)CC#N)C=C3)OC. Yield: 7.8%. Procedure: 3-methoxy-4-(4-methyl-1H-imidazol-1-yl)aniline (195 mg, 0.96 mmol), (R)-2-(8-chloro-2-phenyl-2,3-dihydropyrido[3,2-f][1,4]oxazepin-4(5H)-yl)acetonitrile (288 mg, 0.96 mmol) Palladium acetate (21.55 mg, 0.10 mmol) and Cesium carbonate (938 mg, 2.88 mmol) were added in a microwave vial. The mixture was capped and flushed with argon. 1,2-dimethoxyethane (5 mL) was added, the reaction mixture was flushed with argon and the mixture was run in a microwave for 60 minutes at 100°C. Only after two additi...